This data is from the Open Reaction Database (ORD), a public repository of structured organic reaction records. The task is: describe an organic reaction: reactants, conditions, products, and yield Starting materials: C(C)OC=1C=NC=C(C(=O)N(C)OC)C1 (5-Ethoxy-N-methoxy-N-methyl-nicotinamide), CC(C)C[AlH]CC(C)C (DIBAL). Solvent: C(Cl)Cl (CH2Cl2). Run at temperature 0 celsius, time 30 minute. Yields the product C(C)OC=1C=C(C=NC1)C=O (5-Ethoxy-pyridine-3-carbaldehyde). RXN SMILES: [CH2:1]([O:3][C:4]1[CH:5]=[N:6][CH:7]=[C:8]([CH:15]=1)[C:9](N(OC)C)=[O:10])[CH3:2].CC(C[AlH]CC(C)C)C>C(Cl)Cl>[CH2:1]([O:3][C:4]1[CH:15]=[C:8]([CH:9]=[O:10])[CH:7]=[N:6][CH:5]=1)[CH3:2]. Procedure details: To a stirred solution of 15-3 (14.0 g, 66.5 mmol) and CH2Cl2 (200 mL) at -78° C. under argon was added DIBAL (1.0M hexanes, 90 ml) dropwise over 30 minutes. After 30 minutes, the solution was warmed to 0° C. for 1 hour. The reaction was quenched with 100 ml 1.0M Rochelle's salt, stirred for 1.0 hour and then extracted with Et2O. The organic layer was dried (MgSO4), and then concentrated to give the aldehyde 15-4 as a brown oil. The reactants are [Al+3], CCC(=O)Cl, ClCCl, CC(C)Cc1ccccc1, [Cl-], [Cl-], [Cl-]. The product is CCC(=O)c1ccc(CC(C)C)cc1. RXN SMILES: [Al+3:4].[C:15]([CH2:16][CH3:17])(=[O:18])[Cl:19].[CH2:20]([Cl:21])[Cl:22].[CH3:5][CH:6]([CH3:7])[CH2:8][c:9]1[cH:10][cH:11][cH:12][cH:13][cH:14]1.[Cl-:1].[Cl-:2].[Cl-:3]>>[CH3:5][CH:6]([CH3:7])[CH2:8][c:9]1[cH:10][cH:11][c:12]([C:15]([CH2:16][CH3:17])=[O:18])[cH:13][cH:14]1. Reactants: C(C1=CC=CC=C1)OCCCOC1=C(C=C(C=C1)C=1C=C(C=C(C1)OCOCCOC)C1=CC=C(C=C1)OCCOCOCC)F (4″-(3-benzyloxy-propoxy)-3″-fluoro-5′-(2-methoxy-ethoxymethoxy)-4-(2-ethoxymethoxy-ethoxy)-[1,1′;3′,1″]terphenyl), C1CCOC1 (THF). Reagents/catalysts: [Pd] (Pd). The product is FC=1C=C(C=CC1OCCCO)C=1C=C(C=C(C1)OCOCCOC)C1=CC=C(C=C1)OCCOCOCCOC (3-{3″-Fluoro-5′-(2-methoxy-ethoxymethoxy)-4-[2-(2-methoxyethoxymethoxy)-ethoxy]-[1,1′;3′,1″]terphenyl-4″-yloxy}-propane-1-ol). RXN SMILES: C([O:8][CH2:9][CH2:10][CH2:11][O:12][C:13]1[CH:18]=[CH:17][C:16]([C:19]2[CH:20]=[C:21]([C:32]3[CH:37]=[CH:36][C:35]([O:38][CH2:39][CH2:40][O:41][CH2:42][O:43][CH2:44][CH3:45])=[CH:34][CH:33]=3)[CH:22]=[C:23]([O:25][CH2:26][O:27][CH2:28][CH2:29][O:30][CH3:31])[CH:24]=2)=[CH:15][C:14]=1[F:46])C1C=CC=CC=1.C1C[O:50][CH2:49]C1>[Pd]>[F:46][C:14]1[CH:15]=[C:16]([C:19]2[CH:20]=[C:21]([C:32]3[CH:33]=[CH:34][C:35]([O:38][CH2:39][CH2:40][O:41][CH2:42][O:43][CH2:44][CH2:45][O:50][CH3:49])=[CH:36][CH:37]=3)[CH:22]=[C:23]([O:25][CH2:26][O:27][CH2:28][CH2:29][O:30][CH3:31])[CH:24]=2)[CH:17]=[CH:18][C:13]=1[O:12][CH2:11][CH2:10][CH2:9][OH:8]. Procedure: 2.60 g (4.20 mmol) 4″-(3-benzyloxy-propoxy)-3″-fluoro-5′-(2-methoxy-ethoxymethoxy)-4-(2-ethoxymethoxy-ethoxy)-[1,1′;3′,1″]terphenyl are hydrogenated in 50 ml THF on 1.0 g Pd/activated charcoal until the reaction is completed. The catalyst is filtered off and the solvent is removed in vacuo. 3-{3″-fluoro-5′-(2-methoxy-ethoxymethoxy)-4-[2-(2-methoxy-ethoxymethoxy)-ethoxy]-[1 1′;3′,1″]terphenyl-4″-yloxy}-propane-1-ol is obtained as colourless oil, which is used for the next step without further pur...